From a dataset of the Open Reaction Database (ORD), a public repository of structured organic reaction records. describe an organic reaction: reactants, conditions, products, and yield Starting materials: C(C)(C)(C)OC(=O)NCCCCCCCC[C@@H](C(=O)OCC)N[C@H]1COC2=C(N(C1=O)CC(=O)OC(C)(C)C)C=CC=C2 (tert-butyl 3(S)-[9-tert-butoxycarbonylamino-1(S)-ethoxycarbonylnonyl]amino-4-oxo-2,3,4,5-tetrahydro-1,5-benzoxazepine-5-acetate), C(C)(=O)OCC.Cl (hydrogen chloride-ethyl acetate). The solvent is petroleum ether. Run at time 2.5 hour. The product is Cl.Cl.NCCCCCCCC[C@@H](C(=O)OCC)N[C@H]1COC2=C(N(C1=O)CC(=O)O)C=CC=C2 (3(S)-[9-amino-1(S)-ethoxycarbonylnonyl]amino-4-oxo-2,3,4,5-tetrahydro-1,5-benzoxazepine-5-acetic acid dihydrochloride). RXN SMILES: C(OC([NH:8][CH2:9][CH2:10][CH2:11][CH2:12][CH2:13][CH2:14][CH2:15][CH2:16][C@H:17]([NH:23][C@@H:24]1[C:30](=[O:31])[N:29]([CH2:32][C:33]([O:35]C(C)(C)C)=[O:34])[C:28]2[CH:40]=[CH:41][CH:42]=[CH:43][C:27]=2[O:26][CH2:25]1)[C:18]([O:20][CH2:21][CH3:22])=[O:19])=O)(C)(C)C.C(OCC)(=O)C.[ClH:50]>>[ClH:50].[ClH:50].[NH2:8][CH2:9][CH2:10][CH2:11][CH2:12][CH2:13][CH2:14][CH2:15][CH2:16][C@H:17]([NH:23][C@@H:24]1[C:30](=[O:31])[N:29]([CH2:32][C:33]([OH:35])=[O:34])[C:28]2[CH:40]=[CH:41][CH:42]=[CH:43][C:27]=2[O:26][CH2:25]1)[C:18]([O:20][CH2:21][CH3:22])=[O:19] |f:1.2,3.4.5|. Reported procedure: A mixture of tert-butyl 3(S)-[9-tert-butoxycarbonylamino-1(S)-ethoxycarbonylnonyl]amino-4-oxo-2,3,4,5-tetrahydro-1,5-benzoxazepine-5-acetate (0.33 g) and 5N hydrogen chloride-ethyl acetate solution (8 ml) is allowed to stand for 2.5 hours at room temperature. The mixture is diluted with petroleum ether (80 ml) to deposit colorless powder, which is collected and dried under reduced pressure to give 3(S)-[9-amino-1(S)-ethoxycarbonylnonyl]amino-4-oxo-2,3,4,5-tetrahydro-1,5-benzoxazepine-5-acetic ac... Reactants: O=C([O-])[O-], COc1cc(OC)nc(N=C=S)n1, COC(=O)c1ccccc1CS(N)(=O)=O, CC(C)=O, [K+], [K+]. Product: COC(=O)c1ccccc1CS(=O)(=O)NC(=S)Nc1nc(OC)cc(OC)n1. As a reaction SMILES: [C:29](=[O:30])([O-:31])[O-:32].[CH3:16][O:17][c:18]1[n:19][c:20]([N:26]=[C:27]=[S:28])[n:21][c:22]([O:24][CH3:25])[cH:23]1.[CH3:1][O:2][C:3](=[O:4])[c:5]1[c:6]([CH2:7][S:8](=[O:9])(=[O:10])[NH2:11])[cH:12][cH:13][cH:14][cH:15]1.[CH3:35][C:36](=[O:37])[CH3:38].[K+:33].[K+:34]>>[CH3:1][O:2][C:3](=[O:4])[c:5]1[c:6]([CH2:7][S:8](=[O:9])(=[O:10])[NH:11][C:27]([NH:26][c:20]2[n:19][c:18]([O:17][CH3:16])[cH:23][c:22]([O:24][CH3:25])[n:21]2)=[S:28])[cH:12][cH:13][cH:14][cH:15]1. Starting materials: FC=1C=C2C=CN(C2=CC1)NC(=O)C=1C=NC(=NC1)C1=CC(=CC=C1)F (2-(3-fluorophenyl)pyrimidine-5-carboxylic acid-(5-fluoroindol-1-yl)amide), ClS(=O)(=O)O (chlorosulfonic acid). Solvent: CC#N (CH3CN). Run at time 24 hour. The product is FC=1C=C2C(=CN(C2=CC1)NC(=O)C=1C=NC(=NC1)C1=CC(=CC=C1)F)S(=O)(=O)Cl (5-fluoro-1-{[2-(3-fluorophenyl)pyrimidine-5-carbonyl]amino}-1H-indole-3-sulfonyl chloride). The yield is 95.0%. RXN SMILES: [F:1][C:2]1[CH:3]=[C:4]2[C:8](=[CH:9][CH:10]=1)[N:7]([NH:11][C:12]([C:14]1[CH:15]=[N:16][C:17]([C:20]3[CH:25]=[CH:24][CH:23]=[C:22]([F:26])[CH:21]=3)=[N:18][CH:19]=1)=[O:13])[CH:6]=[CH:5]2.[Cl:27][S:28](O)(=[O:30])=[O:29]>CC#N>[F:1][C:2]1[CH:3]=[C:4]2[C:8](=[CH:9][CH:10]=1)[N:7]([NH:11][C:12]([C:14]1[CH:15]=[N:16][C:17]([C:20]3[CH:25]=[CH:24][CH:23]=[C:22]([F:26])[CH:21]=3)=[N:18][CH:19]=1)=[O:13])[CH:6]=[C:5]2[S:28]([Cl:27])(=[O:30])=[O:29]. Procedure details: A solution of 2-(3-fluorophenyl)pyrimidine-5-carboxylic acid-(5-fluoroindol-1-yl)amide (0.35 g,) in dry CH3CN (20 mL) is treated with chlorosulfonic acid (0.5 mL) and stirred at rt for 24 h. The reaction mixture is poured onto ice/water (150 mL) and extracted with EtOAc. The organic layer is washed with water, brine and dried (MgSO4), filtered and concentrated in vacuo to afford 5-fluoro-1-{[2-(3-fluorophenyl)pyrimidine-5-carbonyl]amino}-1H-indole-3-sulfonyl chloride (0.43 g, 95%). MS: 449 (M+H)... Starting materials: [PH2](O)=O (phosphinic acid), C1(=CC=CC=C1)CC(C(=O)OC)=C (methyl 2-(phenylmethyl)propenoate), C/C(=N\[Si](C)(C)C)/O[Si](C)(C)C (N,O-bis(trimethylsilyl)acetamide), 1/1, C(C)(=O)OCC.O (ethyl acetate water). The solvent is C(C)#N (acetonitrile). Product: OP(=O)(C(C)NC(=O)OCC1=CC=CC=C1)CC(C(=O)OC)CC1=CC=CC=C1 (Methyl α-[[hydroxy[1-[[(phenylmethoxy)carbonyl]amino]ethyl]phosphinyl]methyl]benzenepropanoate). Isolated yield 68.9%. RXN SMILES: [PH2:1](=[O:3])[OH:2].[C:4]1([CH2:10][C:11](=[CH2:16])[C:12]([O:14][CH3:15])=[O:13])[CH:9]=[CH:8][CH:7]=[CH:6][CH:5]=1.[CH3:17]/[C:18](/O[Si](C)(C)C)=[N:19]\[Si](C)(C)C.[C:29]([O:32][CH2:33][CH3:34])(=[O:31])C.O>C(#N)C>[OH:3][P:1]([CH2:16][CH:11]([CH2:10][C:4]1[CH:9]=[CH:8][CH:7]=[CH:6][CH:5]=1)[C:12]([O:14][CH3:15])=[O:13])([CH:18]([NH:19][C:29]([O:32][CH2:33][C:34]1[CH:8]=[CH:9][CH:4]=[CH:5][CH:6]=1)=[O:31])[CH3:17])=[O:2] |f:3.4|. Reported procedure: A solution of 0.6 g (2.47 mmol) of 1-[[(phenylmethoxy)carbonyl]amino]ethyl]phosphinic acid, 2.17 g (12.3 mmol) of methyl 2-(phenylmethyl)propenoate and 0.52 ml of N,O-bis(trimethylsilyl)acetamide in 0.27 ml of acetonitrile is stirred at a temperature in the region of 20° C. for 24 hours. 60 ml of a 1/1 ethyl acetate/water mixture are added. The aqueous phase is extracted with ethyl acetate. The combined organic phases are washed with water, dried over sodium sulphate, filtered and evaporated off... Reactants: C(CCC)C1=NC2=C(N1CC1=CC=C(C=C1)C=1C(=CC=CC1)C(=O)OC(C)(C)C)C=C(C=C2)OC (tert.butyl 4'-[(2-n-butyl-6-methoxy-benzimidazol-1-yl)-methyl]biphenyl-2-carboxylate), CC(=O)CC.C=1(C(=CC=CC1)C)C (methylethylketone xylene). Yields the product C(CCC)C1=NC2=C(N1CC1=CC=C(C=C1)C=1C(=CC=CC1)C(=O)OC(C)(C)C)C=C(C=C2)C (Tert.butyl 4'-[(2-n-butyl-6-methyl-benzimidazol-1-yl)-methyl]biphenyl-2-carboxylate). As a reaction SMILES: [CH2:1]([C:5]1[N:9]([CH2:10][C:11]2[CH:16]=[CH:15][C:14]([C:17]3[C:18]([C:23]([O:25][C:26]([CH3:29])([CH3:28])[CH3:27])=[O:24])=[CH:19][CH:20]=[CH:21][CH:22]=3)=[CH:13][CH:12]=2)[C:8]2[CH:30]=[C:31](OC)[CH:32]=[CH:33][C:7]=2[N:6]=1)[CH2:2][CH2:3][CH3:4].[CH3:36]C(CC)=O.C1(C)C(C)=CC=CC=1>>[CH2:1]([C:5]1[N:9]([CH2:10][C:11]2[CH:16]=[CH:15][C:14]([C:17]3[C:18]([C:23]([O:25][C:26]([CH3:27])([CH3:29])[CH3:28])=[O:24])=[CH:19][CH:20]=[CH:21][CH:22]=3)=[CH:13][CH:12]=2)[C:8]2[CH:30]=[C:31]([CH3:36])[CH:32]=[CH:33][C:7]=2[N:6]=1)[CH2:2][CH2:3][CH3:4] |f:1.2|. Procedure details: tert.butyl 4'-[(2-n-butyl-6-methoxy-benzimidazol-1-yl)-methyl]biphenyl-2-carboxylate oil, Rf value: 0.65 (Silica gel: methylethylketone/xylene=1:2)